From a dataset of the Open Reaction Database (ORD), a public repository of structured organic reaction records. describe an organic reaction: reactants, conditions, products, and yield The reactants are CC(C)(C)OC(=O)NC(CC(=O)N1CCOCC1)C(=O)OCc1ccccc1, CCOC(C)=O, Cl. The product is NC(CC(=O)N1CCOCC1)C(=O)OCc1ccccc1, Cl. As a reaction SMILES: [CH2:1]([c:2]1[cH:3][cH:4][cH:5][cH:6][cH:7]1)[O:8][C:9]([CH:10]([CH2:11][C:12](=[O:13])[N:14]1[CH2:15][CH2:16][O:17][CH2:18][CH2:19]1)[NH:20][C:21]([O:22][C:23]([CH3:24])([CH3:25])[CH3:26])=[O:27])=[O:28].[CH3:30][CH2:31][O:32][C:33](=[O:34])[CH3:35].[ClH:29]>>[CH2:1]([c:2]1[cH:3][cH:4][cH:5][cH:6][cH:7]1)[O:8][C:9]([CH:10]([CH2:11][C:12](=[O:13])[N:14]1[CH2:15][CH2:16][O:17][CH2:18][CH2:19]1)[NH2:20])=[O:28].[ClH:29]. Reactants: CC1=C(SC(=N1)C)/C=C/C(=O)N(C)C (3-Dimethylamino-1-(2,4-dimethyl-thiazol-5-yl)-propenone), [N+](=O)(O)[O-].OC1=CC(=C(C=C1)NC(=N)N)[N+](=O)[O-] (N-(4-hydroxy-2-nitro-phenyl)-guanidine nitrate), [OH-].[Na+] (NaOH). Solvent: COCCO (2-methoxyethanol). Yields the product CC=1SC(=C(N1)C)C1=NC(=NC=C1)NC1=CC(=C(C=C1)O)[N+](=O)[O-] (4-{4-(2,4-Dimethyl-thiazol-5-yl)-pyrimidin-2-ylamino}-2-nitro-phenol). Isolated yield 17.8%. RXN SMILES: [CH3:1][C:2]1[N:6]=[C:5]([CH3:7])[S:4][C:3]=1/[CH:8]=[CH:9]/[C:10](N(C)C)=O.[N+:15]([O-:18])(O)=[O:16].[OH:19][C:20]1[CH:25]=[CH:24][C:23]([NH:26][C:27]([NH2:29])=[NH:28])=[C:22]([N+]([O-])=O)[CH:21]=1.[OH-].[Na+]>COCCO>[CH3:7][C:5]1[S:4][C:3]([C:8]2[CH:9]=[CH:10][N:29]=[C:27]([NH:26][C:23]3[CH:24]=[CH:25][C:20]([OH:19])=[C:21]([N+:15]([O-:18])=[O:16])[CH:22]=3)[N:28]=2)=[C:2]([CH3:1])[N:6]=1 |f:1.2,3.4|. Procedure: 3-Dimethylamino-1-(2,4-dimethyl-thiazol-5-yl)-propenone (1 mmol, 0.21 g) in 2-methoxyethanol (5 mL ) was treated with N-(4-hydroxy-2-nitro-phenyl)-guanidine nitrate (2 mmol, 0.52 g) in the presence of NaOH (40 mg). The reaction mixture was refluxed under N2 for 24 h. The solvent was evaporated to dryness and the residue was purified by flash chromatography (EtOAc) and recrystallisation from EtOAc/PE to afford the title compound as a yellow powder (61 mg). 1H-NMR (300 MHz, CDCl3) δ2.71 (s, 3H, CH... The reactants are ClCC=CCC1=CC=C(C=C1)[N+](=O)[O-] (1chloro-4-(4-nitrophenyl)-2-butene), C(C)NCC (diethylamine), Cl (hydrochloric acid). Conditions: time 16 hour. The product is Cl.C(C)N(CC=CCC1=CC=C(C=C1)[N+](=O)[O-])CC (N,N-Diethyl-4-(4-nitrophenyl)-2-buten-1-amine hydrochloride). RXN SMILES: [Cl:1][CH2:2][CH:3]=[CH:4][CH2:5][C:6]1[CH:11]=[CH:10][C:9]([N+:12]([O-:14])=[O:13])=[CH:8][CH:7]=1.Cl.[CH2:16]([NH:18][CH2:19][CH3:20])[CH3:17]>>[ClH:1].[CH2:16]([N:18]([CH2:19][CH3:20])[CH2:2][CH:3]=[CH:4][CH2:5][C:6]1[CH:11]=[CH:10][C:9]([N+:12]([O-:14])=[O:13])=[CH:8][CH:7]=1)[CH3:17] |f:3.4|. Reported procedure: To 250 ml of diethylamine at 0° C. add 30 g (0.14 mole) of 1chloro-4-(4-nitrophenyl)-2-butene over a 30 minute period. Stir for 16 hr at room temperature. Remove the solvent in vacuo. Extract the residue with 200 ml of 10% hydrochloric acid. Extract the resulting solution 2×100 ml ethyl acetate and discard. Adjust the pH of the water layer to about 12 with 10% sodium hydroxide. Extract 3×100 ml methylene chloride. Take the combined organic extracts and dry over Na2SO4. Remove the solvent in vacu... Reactants: O=C1CCC(=O)N1Br, ClC(Cl)(Cl)Cl, O=C(OOC(=O)c1ccccc1)c1ccccc1, COc1ccccc1C(C)(C)CC(=O)C(F)(F)F. Product: COc1ccc(Br)cc1C(C)(C)CC(=O)C(F)(F)F. RXN SMILES: [Br:1][N:2]1[C:3](=[O:4])[CH2:5][CH2:6][C:7]1=[O:8].[C:45]([Cl:46])([Cl:47])([Cl:48])[Cl:49].[C:9]([O:10][O:11][C:12](=[O:13])[c:14]1[cH:15][cH:16][cH:17][cH:18][cH:19]1)(=[O:20])[c:21]1[cH:22][cH:23][cH:24][cH:25][cH:26]1.[F:27][C:28]([C:29]([CH2:30][C:31]([CH3:32])([CH3:33])[c:34]1[c:35]([O:40][CH3:41])[cH:36][cH:37][cH:38][cH:39]1)=[O:42])([F:43])[F:44]>>[Br:1][c:38]1[cH:37][cH:36][c:35]([O:40][CH3:41])[c:34]([C:31]([CH2:30][C:29]([C:28]([F:27])([F:43])[F:44])=[O:42])([CH3:32])[CH3:33])[cH:39]1. Reactants: C(C)(C)(C)OC(=O)N1CC2(CC2)CC1C=1NC(=CN1)C1=CC=C(C=C1)Br (6-[5-(4-Bromo-phenyl)-1H-imidazol-2-yl]-5-aza-spiro[2.4]heptane-5-carboxylic acid tert-butyl ester), C(C)(C)(C)OC(=O)N1C2CCC(C1C1=NC3=C(N1)C=C(C=C3)C3=CC=C(C=C3)B3OC(C(O3)(C)C)(C)C)C2 (3-{6-[4-(4,4,5,5-Tetramethyl-[1,3,2]dioxaborolan-2-yl)-phenyl]-1H-benzoimidazol-2-yl}-2-aza-bicyclo[2.2.1]heptane-2-carboxylic acid tert-butyl ester), C([O-])([O-])=O.[K+].[K+] (potassium carbonate). Reagents/catalysts: C=1C=CC(=CC1)[P](C=2C=CC=CC2)(C=3C=CC=CC3)[Pd]([P](C=4C=CC=CC4)(C=5C=CC=CC5)C=6C=CC=CC6)([P](C=7C=CC=CC7)(C=8C=CC=CC8)C=9C=CC=CC9)[P](C=1C=CC=CC1)(C=1C=CC=CC1)C=1C=CC=CC1 (tetrakis(triphenylphosphine)palladium). Solvent: COCCOC (DME), C(C)(=O)OCC (ethyl acetate). Run at temperature 90 celsius. Product: C(C)(C)(C)OC(=O)N1C2CCC(C1C1=NC3=C(N1)C=C(C=C3)C3=CC=C(C=C3)C3=CC=C(C=C3)C=3NC(=NC3)C3N(CC1(CC1)C3)C(=O)OC(C)(C)C)C2 (3-(6-{4′-[2-(5-tert-Butoxycarbonyl-5-aza-spiro[2.4]hept-6-yl)-3H-imidazol-4-yl]-biphenyl-4-yl}-1H-benzoimidazol-2-yl)-2-aza-bicyclo[2.2.1]heptane-2-carboxylic acid tert-butyl ester). Isolated yield 30.0%. RXN SMILES: [C:1]([O:5][C:6]([N:8]1[CH:14]([C:15]2[NH:16][C:17]([C:20]3[CH:25]=[CH:24][C:23](Br)=[CH:22][CH:21]=3)=[CH:18][N:19]=2)[CH2:13][C:10]2([CH2:12][CH2:11]2)[CH2:9]1)=[O:7])([CH3:4])([CH3:3])[CH3:2].[C:27]([O:31][C:32]([N:34]1[CH:39]([C:40]2[NH:44][C:43]3[CH:45]=[C:46]([C:49]4[CH:54]=[CH:53][C:52](B5OC(C)(C)C(C)(C)O5)=[CH:51][CH:50]=4)[CH:47]=[CH:48][C:42]=3[N:41]=2)[CH:38]2[CH2:64][CH:35]1[CH2:36][CH2:37]2)=[O:33])([CH3:30])([CH3:29])[CH3:28].C(=O)([O-])[O-].[K+].[K+]>COCCOC.C(OCC)(=O)C.C1C=CC([P]([Pd]([P](C2C=CC=CC=2)(C2C=CC=CC=2)C2C=CC=CC=2)([P](C2C=CC=CC=2)(C2C=CC=CC=2)C2C=CC=CC=2)[P](C2C=CC=CC=2)(C2C=CC=CC=2)C2C=CC=CC=2)(C2C=CC=CC=2)C2C=CC=CC=2)=CC=1>[C:27]([O:31][C:32]([N:34]1[CH:39]([C:40]2[NH:44][C:43]3[CH:45]=[C:46]([C:49]4[CH:54]=[CH:53][C:52]([C:23]5[CH:22]=[CH:21][C:20]([C:17]6[NH:16][C:15]([CH:14]7[CH2:13][C:10]8([CH2:11][CH2:12]8)[CH2:9][N:8]7[C:6]([O:5][C:1]([CH3:3])([CH3:2])[CH3:4])=[O:7])=[N:19][CH:18]=6)=[CH:25][CH:24]=5)=[CH:51][CH:50]=4)[CH:47]=[CH:48][C:42]=3[N:41]=2)[CH:38]2[CH2:64][CH:35]1[CH2:36][CH2:37]2)=[O:33])([CH3:30])([CH3:28])[CH3:29] |f:2.3.4,^1:86,88,107,126|. Reported procedure: A mixture of 6-[5-(4-Bromo-phenyl)-1H-imidazol-2-yl]-5-aza-spiro[2.4]heptane-5-carboxylic acid tert-butyl ester (101 mg, 0.243 mmol, 1 eq.), 3-{6-[4-(4,4,5,5-Tetramethyl-[1,3,2]dioxaborolan-2-yl)-phenyl]-1H-benzoimidazol-2-yl}-2-aza-bicyclo[2.2.1]heptane-2-carboxylic acid tert-butyl ester (150 mg, 0.291 mmol, 1.2 eq.), tetrakis(triphenylphosphine)palladium (5%, 17 mg) and 2M potassium carbonate aqueous solution (5 eq., 0.73 mL) in 1.5 mL DME was heated to 90° C. under Are overnight. The reaction... Starting materials: ClC1=CC=C2C(=CN(C2=C1)C=1C=NN(C1)CCC)SC=1C=C(C(=O)OCC)C=CC1 (ethyl 3-((6-chloro-1-(1-propyl-1H-pyrazol-4-yl)-1H-indol-3-yl)thio)benzoate), C1CC(=O)N(C1=O)Br (NBS). Solvent: O (water), C(Cl)(Cl)(Cl)Cl (CCl4). Reaction conditions: time 12 hour. Yields the product BrC=1N(C2=CC(=CC=C2C1SC=1C=C(C(=O)OCC)C=CC1)Cl)C=1C=NN(C1)CCC (ethyl 3-((2-bromo-6-chloro-1-(1-propyl-1H-pyrazol-4-yl)-1H-indol-3-yl)thio)benzoate). The yield is 48.2%. As a reaction SMILES: [Cl:1][C:2]1[CH:10]=[C:9]2[C:5]([C:6]([S:19][C:20]3[CH:21]=[C:22]([CH:28]=[CH:29][CH:30]=3)[C:23]([O:25][CH2:26][CH3:27])=[O:24])=[CH:7][N:8]2[C:11]2[CH:12]=[N:13][N:14]([CH2:16][CH2:17][CH3:18])[CH:15]=2)=[CH:4][CH:3]=1.C1C(=O)N([Br:38])C(=O)C1>C(Cl)(Cl)(Cl)Cl.O>[Br:38][C:7]1[N:8]([C:11]2[CH:12]=[N:13][N:14]([CH2:16][CH2:17][CH3:18])[CH:15]=2)[C:9]2[C:5]([C:6]=1[S:19][C:20]1[CH:21]=[C:22]([CH:28]=[CH:29][CH:30]=1)[C:23]([O:25][CH2:26][CH3:27])=[O:24])=[CH:4][CH:3]=[C:2]([Cl:1])[CH:10]=2. Procedure: To a stirred solution of compound 3 (100 mg, 0.22 mmol) in CCl4 (10 mL) was added NBS (44.85 mg, 0.25 mmol) at RT under inert atmosphere and stirred for 12 h. The reaction was monitored by TLC; after completion of the reaction, the reaction mixture was diluted with water (20 mL) and extracted with CH2Cl2 (3×20 mL). The combined organic extracts were dried over sodium sulphate, filtered and concentrated under reduced pressure to obtain the crude. This was purified by silica gel column chromatogra... Starting materials: compound 28, ClC(=C[C@H]1C([C@H]1C(=O)O)(C)C)C(F)(F)F (cis-3-(2-chloro-3,3,3-trifluoropropenyl)-2,2-dimethylcyclopropanecarboxylic acid), BrCC1=CC(=NC=C1)F (4-bromomethyl-2-fluoropyridine), N12CCCCCC2=NCCC1 (1,8-diazabicyclo[5.4.0]undec-7-ene). The solvent is C(C)#N (acetonitrile). The product is ClC(=C[C@H]1C([C@H]1C(=O)OCC1=CC(=NC=C1)F)(C)C)C(F)(F)F ((2-fluoropyridin-4-yl)methyl cis-3-(2-chloro-3,3,3-trifluoropropenyl)-2,2-dimethylcyclopropanecarboxylate). Yield: 77.5%. RXN SMILES: [Cl:1][C:2]([C:12]([F:15])([F:14])[F:13])=[CH:3][C@@H:4]1[C@H:6]([C:7]([OH:9])=[O:8])[C:5]1([CH3:11])[CH3:10].Br[CH2:17][C:18]1[CH:23]=[CH:22][N:21]=[C:20]([F:24])[CH:19]=1.N12CCCN=C1CCCCC2>C(#N)C>[Cl:1][C:2]([C:12]([F:13])([F:14])[F:15])=[CH:3][C@@H:4]1[C@H:6]([C:7]([O:9][CH2:17][C:18]2[CH:23]=[CH:22][N:21]=[C:20]([F:24])[CH:19]=2)=[O:8])[C:5]1([CH3:11])[CH3:10]. Procedure: By the method of Example 21, 0.970 g (0.004 mole) of cis-3-(2-chloro-3,3,3-trifluoropropenyl)-2,2-dimethylcyclopropanecarboxylic acid and 0.75 g (0.004 mole) of 4-bromomethyl-2-fluoropyridine (Example 22) were reacted in the presence of 0.609 g (0.004 mole) of 1,8-diazabicyclo[5.4.0]undec-7-ene in 20 ml of acetonitrile to produce 1.09 g of (2-fluoropyridin-4-yl)methyl cis-3-(2-chloro-3,3,3-trifluoropropenyl)-2,2-dimethylcyclopropanecarboxylate, compound 28 in the Tables below. The ir, proton nmr... Starting materials: CC1=CN=C2NC=NC(=C21)N2CCC(CC2)N (1-(5-methyl-1H-pyrrolo[2,3-d]pyrimidin-4-yl)-4-piperidinamine), CCN(C(C)C)C(C)C (DIEA), FC1(CN(CC1)CCOC=1C=C(C(=O)O)C=CC1)F (3-{[2-(3,3-difluoro-1-pyrrolidinyl)ethyl]oxy}benzoic acid), C(CCl)Cl (EDC), C=1C=CC2=C(C1)N=NN2O (HOBT). Solvent: CN1C(CCC1)=O (N-Methyl-2-pyrrolidone), C(Cl)Cl (DCM). Product: Cl.FC1(CN(CC1)CCOC=1C=C(C(=O)NC2CCN(CC2)C2=C3C(NC=N2)=NC=C3C)C=CC1)F (3-{[2-(3,3-difluoro-1-pyrrolidinyl)ethyl]oxy}-N-[1-(5-methyl-1H-pyrrolo[2,3-d]pyrimidin-4-yl)-4-piperidinyl]benzamide hydrochloride). As a reaction SMILES: [F:1][C:2]1([F:19])[CH2:6][CH2:5][N:4]([CH2:7][CH2:8][O:9][C:10]2[CH:11]=[C:12]([CH:16]=[CH:17][CH:18]=2)[C:13]([OH:15])=O)[CH2:3]1.C(Cl)C[Cl:22].C1C=CC2N(O)N=NC=2C=1.[CH3:34][C:35]1[C:43]2[C:38]([NH:39][CH:40]=[N:41][C:42]=2[N:44]2[CH2:49][CH2:48][CH:47]([NH2:50])[CH2:46][CH2:45]2)=[N:37][CH:36]=1.CCN(C(C)C)C(C)C>C(Cl)Cl.CN1CCCC1=O>[ClH:22].[F:19][C:2]1([F:1])[CH2:6][CH2:5][N:4]([CH2:7][CH2:8][O:9][C:10]2[CH:11]=[C:12]([CH:16]=[CH:17][CH:18]=2)[C:13]([NH:50][CH:47]2[CH2:46][CH2:45][N:44]([C:42]3[N:41]=[CH:40][NH:39][C:38]4=[N:37][CH:36]=[C:35]([CH3:34])[C:43]=34)[CH2:49][CH2:48]2)=[O:15])[CH2:3]1 |f:7.8|. Reported procedure: To a solution of 3-{[2-(3,3-difluoro-1-pyrrolidinyl)ethyl]oxy}benzoic acid D53 (127 mg), EDC (149 mg, 0.778 mmol) and HOBT (119 mg, 0.778 mmol) in DCM (15 mL) stirred at 25° C. was added a solution of 1-(5-methyl-1H-pyrrolo[2,3-d]pyrimidin-4-yl)-4-piperidinamine D11a (90 mg) and DIEA (201 mg, 1.556 mmol) in N-Methyl-2-pyrrolidone (NMP) (5 mL). Reactants: Cl.FC1=CC=C(C=C1)C(C(CC1=CC=C(C=C1)C(F)(F)F)N)O ((1RS,2RS)-1-(4-fluorophenyl)-1-hydroxy-3-(4-(trifluoromethyl)phenyl)-2-propylamine hydrochloride), 4-trifluorobenzoyl chloride, C(O)([O-])=O.[Na+] (sodium hydrogen carbonate). Run in C(C)(=O)OCC (ethyl acetate), O (water). Reaction conditions: time 8 hour. Product: FC1=CC=C(C=C1)C(C(CC1=CC=C(C=C1)C(F)(F)F)NC(C1=CC=C(C=C1)C(F)(F)F)=O)O (N-((1RS,2RS)-2-(4-fluorophenyl)-2-hydroxy-1-((4-(trifluoromethyl)phenyl)methyl)ethyl)-4-(trifluoromethyl)benzamide). The yield is 62.0%. Reaction SMILES: Cl.[F:2][C:3]1[CH:8]=[CH:7][C:6]([CH:9]([OH:23])[CH:10]([NH2:22])[CH2:11][C:12]2[CH:17]=[CH:16][C:15]([C:18]([F:21])([F:20])[F:19])=[CH:14][CH:13]=2)=[CH:5][CH:4]=1.[C:24](=[O:27])([O-])O.[Na+]>C(OCC)(=O)C.O>[F:2][C:3]1[CH:4]=[CH:5][C:6]([CH:9]([OH:23])[CH:10]([NH:22][C:24](=[O:27])[C:12]2[CH:17]=[CH:16][C:15]([C:18]([F:21])([F:20])[F:19])=[CH:14][CH:13]=2)[CH2:11][C:12]2[CH:17]=[CH:16][C:15]([C:18]([F:21])([F:20])[F:19])=[CH:14][CH:13]=2)=[CH:7][CH:8]=1 |f:0.1,2.3|. Procedure: To a solution of (1RS,2RS)-1-(4-fluorophenyl)-1-hydroxy-3-(4-(trifluoromethyl)phenyl)-2-propylamine hydrochloride (150 mg, 0.43 mmol) in ethyl acetate (5 ml) were added 4-trifluorobenzoyl chloride (96 mg, 0.64 mmol) and saturated aqueous sodium hydrogen carbonate (5 ml) and the mixture was stirred overnight at room temperature. The reaction solution was diluted with water (50 ml) and extracted with ethyl acetate (50 ml×2). The extract was washed with saturated brine, dried over anhydrous magnesi... Reactants: C(CCC)(=O)Cl (butyryl chloride), Cl (hydrochloric acid), CC1(CC(CC(S1)=O)=O)C (6,6-dimethyltetrahydrothiopyran-2,4-dione). The reagents and catalysts are [Cl-].[Zn+2].[Cl-] (zinc chloride). Run in N1=CC=CC=C1 (pyridine). The product is CC1(CC(C(C(S1)=O)C(CCC)=O)=O)C (6,6-dimethyl-3-butyryltetrahydrothiopyran-2,4-dione). Isolated yield 42.3%. RXN SMILES: [CH3:1][C:2]1([CH3:10])[S:7][C:6](=[O:8])[CH2:5][C:4](=[O:9])[CH2:3]1.[C:11](Cl)(=[O:15])[CH2:12][CH2:13][CH3:14].Cl>N1C=CC=CC=1.[Cl-].[Zn+2].[Cl-]>[CH3:1][C:2]1([CH3:10])[S:7][C:6](=[O:8])[CH:5]([C:11](=[O:15])[CH2:12][CH2:13][CH3:14])[C:4](=[O:9])[CH2:3]1 |f:4.5.6|. Procedure: 9.6 g (0.07 mol) of zinc chloride are first added to 5 g (0.035 mol) of 6,6-dimethyltetrahydrothiopyran-2,4-dione in 100 ml of pyridine, after which 3.7 g (0.03 mol) of butyryl chloride are added dropwise. When the addition is complete, the mixture is heated to the reflux temperature for 4 hours, and the cooled reaction mixture is poured into 200 ml of semi-concentrated hydrochloric acid, the mixture is extracted several times with dichloromethane, the combined organic phases are dried over magn...